Dataset: the Open Reaction Database (ORD), a public repository of structured organic reaction records. Task: describe an organic reaction: reactants, conditions, products, and yield Reactants: CCO, Clc1cccc(N2CCN(CC3CO3)CC2)c1, Cl, Cc1cc(C)c2c(c1O)C(N)C(C)(C)C2. The product is Cc1cc(C)c2c(c1O)C(NCC(O)CN1CCN(c3cccc(Cl)c3)CC1)C(C)(C)C2. Reaction SMILES: [CH3:34][CH2:35][OH:36].[Cl:1][c:2]1[cH:3][c:4]([N:8]2[CH2:9][CH2:10][N:11]([CH2:14][CH:15]3[CH2:16][O:17]3)[CH2:12][CH2:13]2)[cH:5][cH:6][cH:7]1.[ClH:18].[NH2:19][CH:20]1[C:21]([CH3:32])([CH3:33])[CH2:22][c:23]2[c:24]([CH3:31])[cH:25][c:26]([CH3:30])[c:27]([OH:29])[c:28]21>>[Cl:1][c:2]1[cH:3][c:4]([N:8]2[CH2:9][CH2:10][N:11]([CH2:14][CH:15]([CH2:16][NH:19][CH:20]3[C:21]([CH3:32])([CH3:33])[CH2:22][c:23]4[c:24]([CH3:31])[cH:25][c:26]([CH3:30])[c:27]([OH:29])[c:28]43)[OH:17])[CH2:12][CH2:13]2)[cH:5][cH:6][cH:7]1. Reactants: CC(=O)O, CCOC(C)=O, O=[N+]([O-])c1ccc(OCc2ccccn2)c(Cl)c1, [Fe]. Product: Nc1ccc(OCc2ccccn2)c(Cl)c1. RXN SMILES: [CH3:19][C:20](=[O:21])[OH:22].[CH3:23][CH2:24][O:25][C:26]([CH3:27])=[O:28].[Cl:1][c:2]1[c:3]([O:4][CH2:5][c:6]2[n:7][cH:8][cH:9][cH:10][cH:11]2)[cH:12][cH:13][c:14]([N+:16]([O-:17])=[O:18])[cH:15]1.[Fe:29]>>[Cl:1][c:2]1[c:3]([O:4][CH2:5][c:6]2[n:7][cH:8][cH:9][cH:10][cH:11]2)[cH:12][cH:13][c:14]([NH2:16])[cH:15]1. Starting materials: ClCCl, O=C1CCC(=O)O1, CCCCCCNC(=O)c1cc(O)ccc1O. The product is CCCCCCNC(=O)c1cc(OC(=O)CCC(=O)O)ccc1O. Reaction SMILES: [CH2:25]([Cl:26])[Cl:27].[O:18]=[C:19]1[CH2:20][CH2:21][C:22](=[O:23])[O:24]1.[OH:1][c:2]1[c:3]([C:4](=[O:5])[NH:6][CH2:7][CH2:8][CH2:9][CH2:10][CH2:11][CH3:12])[cH:13][c:14]([OH:17])[cH:15][cH:16]1>>[OH:1][c:2]1[c:3]([C:4](=[O:5])[NH:6][CH2:7][CH2:8][CH2:9][CH2:10][CH2:11][CH3:12])[cH:13][c:14]([O:17][C:22]([CH2:21][CH2:20][C:19](=[O:18])[OH:24])=[O:23])[cH:15][cH:16]1. The reactants are CN1CCC(NS(=O)(=O)c2ccc([N+](=O)[O-])cc2)CC1, CCO, CCOC(C)=O, CN1C(=O)C(C)(C)CN(C2CCCC2)c2nc(Cl)ncc21, Cl, O. Yields the product CN1CCC(NS(=O)(=O)c2ccc(Nc3ncc4c(n3)N(C3CCCC3)CC(C)(C)C(=O)N4C)cc2)CC1. Reaction SMILES: [CH3:22][N:23]1[CH2:24][CH2:25][CH:26]([NH:29][S:30](=[O:31])(=[O:32])[c:33]2[cH:34][cH:35][c:36]([N+:39]([O-:40])=[O:41])[cH:37][cH:38]2)[CH2:27][CH2:28]1.[CH3:42][CH2:43][OH:44].[CH3:46][CH2:47][O:48][C:49](=[O:50])[CH3:51].[Cl:1][c:2]1[n:3][cH:4][c:5]2[c:6]([n:21]1)[N:7]([CH:16]1[CH2:17][CH2:18][CH2:19][CH2:20]1)[CH2:8][C:9]([CH3:14])([CH3:15])[C:10](=[O:13])[N:11]2[CH3:12].[ClH:45].[OH2:52]>>[c:2]1([NH:39][c:36]2[cH:35][cH:34][c:33]([S:30]([NH:29][CH:26]3[CH2:25][CH2:24][N:23]([CH3:22])[CH2:28][CH2:27]3)(=[O:31])=[O:32])[cH:38][cH:37]2)[n:3][cH:4][c:5]2[c:6]([n:21]1)[N:7]([CH:16]1[CH2:17][CH2:18][CH2:19][CH2:20]1)[CH2:8][C:9]([CH3:14])([CH3:15])[C:10](=[O:13])[N:11]2[CH3:12]. Product: COC1=CC=C(C(=O)C2=CC=CC=C2)C=C1 (4-methoxybenzophenone). Procedure: 370 mg of benzoylchloride were reacted with 12 ml anisole to give the benzoylated product 4-methoxybenzophenone in 47% yield. The catalyst used is a HS—AlF3 metal fluoride on a Al2O3 support prepared according to the present invention, which is used in an amount of 300 mg. The reaction is carried out in a discontinuous batch process at 60° C. under reflux with stirring. The reactants are C(C1=CC=CC=C1)(=O)Cl (benzoylchloride), C1(=CC=CC=C1)OC (anisole). Isolated yield 47.0%. As a reaction SMILES: [C:1](Cl)(=[O:8])[C:2]1[CH:7]=[CH:6][CH:5]=[CH:4][CH:3]=1.[C:10]1([O:16][CH3:17])[CH:15]=[CH:14][CH:13]=[CH:12][CH:11]=1>>[CH3:17][O:16][C:10]1[CH:15]=[CH:14][C:13]([C:1]([C:2]2[CH:7]=[CH:6][CH:5]=[CH:4][CH:3]=2)=[O:8])=[CH:12][CH:11]=1. Reactants: Oc1ccc(Br)cc1F, O=C([O-])[O-], COc1c(Cl)ncnc1OC1CCN(C(=O)OC(C)C)CC1, [K+], [K+]. The product is COc1c(Oc2ccc(Br)cc2F)ncnc1OC1CCN(C(=O)OC(C)C)CC1. As a reaction SMILES: [Br:29][c:30]1[cH:31][c:32]([F:37])[c:33]([OH:36])[cH:34][cH:35]1.[C:23](=[O:24])([O-:25])[O-:26].[CH:1]([CH3:2])([CH3:3])[O:4][C:5](=[O:6])[N:7]1[CH2:8][CH2:9][CH:10]([O:13][c:14]2[n:15][cH:16][n:17][c:18]([Cl:22])[c:19]2[O:20][CH3:21])[CH2:11][CH2:12]1.[K+:27].[K+:28]>>[CH:1]([CH3:2])([CH3:3])[O:4][C:5](=[O:6])[N:7]1[CH2:8][CH2:9][CH:10]([O:13][c:14]2[n:15][cH:16][n:17][c:18]([O:36][c:33]3[c:32]([F:37])[cH:31][c:30]([Br:29])[cH:35][cH:34]3)[c:19]2[O:20][CH3:21])[CH2:11][CH2:12]1.